Dataset: the Open Reaction Database (ORD), a public repository of structured organic reaction records. Task: describe an organic reaction: reactants, conditions, products, and yield The reactants are FC1=C(CO)C=C(C=C1)[N+](=O)[O-] (2-Fluoro-5-nitrobenzyl alcohol), N1CCOCC1 (morpholine). Solvent: C1CCOC1 (THF). Product: N1(CCOCC1)C1=C(C=C(C=C1)[N+](=O)[O-])CO ([2-(Morpholin-4-yl)-5-nitrophenyl]methanol). The yield is 99.2%. As a reaction SMILES: F[C:2]1[CH:9]=[CH:8][C:7]([N+:10]([O-:12])=[O:11])=[CH:6][C:3]=1[CH2:4][OH:5].[NH:13]1[CH2:18][CH2:17][O:16][CH2:15][CH2:14]1>C1COCC1>[N:13]1([C:2]2[CH:9]=[CH:8][C:7]([N+:10]([O-:12])=[O:11])=[CH:6][C:3]=2[CH2:4][OH:5])[CH2:18][CH2:17][O:16][CH2:15][CH2:14]1. Procedure details: 2-Fluoro-5-nitrobenzyl alcohol (1 g, 5.84 mmol) and morpholine (1.03 mL, 11.68 mmol) were heated at 115° C. for 1 h. The reaction mixture was then diluted with 40 mL of THF and washed with a saturated aqueous solution of Na2CO3 and then with brine. The organic layer was dried over MgSO4, filtered and evaporated to yield expected compound as yellow oil (1.38 g, 99% yield). MALDI-TOF: m/z 239.2 [M+H]+. Reactants: O=C(OCc1ccccc1)C1CCCN1, CCN=C=NCCCN(C)C, CCN(C(C)C)C(C)C, ClCCl, Cl, Cl, O, On1nnc2ccccc21, CC(C)(C)OC(=O)NC(Cc1ccccc1)C(=O)CCC(=O)O. Yields the product CC(C)(C)OC(=O)NC(Cc1ccccc1)C(=O)CCC(=O)N1CCCC1C(=O)OCc1ccccc1. Reaction SMILES: [CH2:25]([c:26]1[cH:27][cH:28][cH:29][cH:30][cH:31]1)[O:32][C:33]([CH:34]1[NH:35][CH2:36][CH2:37][CH2:38]1)=[O:39].[CH2:52]([N:53]=[C:54]=[N:55][CH2:56][CH2:57][CH2:58][N:59]([CH3:60])[CH3:61])[CH3:62].[CH:63]([N:64]([CH2:65][CH3:66])[CH:67]([CH3:68])[CH3:69])([CH3:70])[CH3:71].[Cl:72][CH2:73][Cl:74].[ClH:24].[ClH:51].[OH2:40].[OH:41][n:42]1[c:43]2[cH:44][cH:45][cH:46][cH:47][c:48]2[n:49][n:50]1.[c:1]1([CH2:7][CH:8]([C:9]([CH2:10][CH2:11][C:12](=[O:13])[OH:14])=[O:15])[NH:16][C:17](=[O:18])[O:19][C:20]([CH3:21])([CH3:22])[CH3:23])[cH:2][cH:3][cH:4][cH:5][cH:6]1>>[c:1]1([CH2:7][CH:8]([C:9]([CH2:10][CH2:11][C:12](=[O:14])[N:35]2[CH:34]([C:33]([O:32][CH2:25][c:26]3[cH:27][cH:28][cH:29][cH:30][cH:31]3)=[O:39])[CH2:38][CH2:37][CH2:36]2)=[O:15])[NH:16][C:17](=[O:18])[O:19][C:20]([CH3:21])([CH3:22])[CH3:23])[cH:2][cH:3][cH:4][cH:5][cH:6]1. Reported procedure: 6-[N-(5-Bromo-2-(2-methylprop-2-enyloxy)benzyl)-N-ethylamino]pyridazin-3-carboxylic acid (185 mg, 0.46 mmol) was dissolved in dichloromethane (20 ml), (1-(3-dimethylaminopropyl)-3-ethyl-carbodiimide hydrochloride (EDAC), dimethylaminopyridine, (DMAP) (111 mg, 0.91 mmol) and propanesulfonamide (68 mg, 0.55 mmol) were added. The mixture was stirred at ambient temperature under argon overnight, after which TLC (25% water/CH3CN) suggested the reaction was complete. The reaction mixture was loaded di... Reagents/catalysts: CN(C)C=1C=CN=CC1 (DMAP). RXN SMILES: [Br:1][C:2]1[CH:3]=[CH:4][C:5]([O:21][CH2:22][C:23]([CH3:25])=[CH2:24])=[C:6]([CH:20]=1)[CH2:7][N:8]([C:11]1[N:16]=[N:15][C:14]([C:17]([OH:19])=O)=[CH:13][CH:12]=1)[CH2:9][CH3:10].Cl.CN(C)CCCN=C=NCC.CN(C1C=CC=CN=1)C.[CH2:47]([S:50]([NH2:53])(=[O:52])=[O:51])[CH2:48][CH3:49]>ClCCl.CN(C1C=CN=CC=1)C.CCO.C(Cl)Cl.O.CC#N>[CH2:47]([S:50]([NH:53][C:17]([C:14]1[N:15]=[N:16][C:11]([N:8]([CH2:7][C:6]2[CH:20]=[C:2]([Br:1])[CH:3]=[CH:4][C:5]=2[O:21][CH2:22][C:23]([CH3:25])=[CH2:24])[CH2:9][CH3:10])=[CH:12][CH:13]=1)=[O:19])(=[O:52])=[O:51])[CH2:48][CH3:49] |f:1.2,7.8,9.10|. Conditions: time 8 hour. Reactants: Cl.CN(CCCN=C=NCC)C (1-(3-dimethylaminopropyl)-3-ethyl-carbodiimide hydrochloride), CN(C)C1=NC=CC=C1 (dimethylaminopyridine), C(CC)S(=O)(=O)N (propanesulfonamide), BrC=1C=CC(=C(CN(CC)C2=CC=C(N=N2)C(=O)O)C1)OCC(=C)C (6-[N-(5-Bromo-2-(2-methylprop-2-enyloxy)benzyl)-N-ethylamino]pyridazin-3-carboxylic acid). Yields the product C(CC)S(=O)(=O)NC(=O)C=1N=NC(=CC1)N(CC)CC1=C(C=CC(=C1)Br)OCC(=C)C (N-Propanesulphonyl-6-[N-(5-bromo-2-(2-methylprop-2-en-1-yloxy)benzyl)-N-ethylamino]pyridazine-3-carboxamide). Run in CCO.C(Cl)Cl (EtOH CH2Cl2), O.CC#N (water CH3CN), ClCCl (dichloromethane). Yields the product ClC=1C=NC=2CCCC(C2C1)=O (3-Chloro-5,6,7,8-tetrahydroquinolin-5-one). Reactants: NC1=CC(CCC1)=O (1-amino-cyclohexen-3-one), C(C(=O)Cl)(=O)Cl (oxalyl chloride), ethyl acetate hexanes, ClC(C=O)=CCl (2,3-dichloroacrolein). Solvent: CN(C=O)C (dimethylformamide), C(=O)(O)[O-].[Na+] (NaHCO3), CN(C=O)C (DMF), C(Cl)Cl (methylene chloride), C(Cl)Cl (methylene chloride). Procedure details: Chloromalondialdehyde (19 grams, 0.178 mol) was suspended in methylene chloride (100 ml) with dry dimethylformamide (DMF) (2.5 ml). This was mechanically stirred under a nitrogen atmosphere while a solution of oxalyl chloride (23.7 grams/16.3 ml, 0.185 mol) in methylene chloride (50 ml) was added dropwise over 20 minutes. The reaction mixture at first started to warm from 22° to 28°, but as the evolution of gases increased the temperature fell to 18°. The reaction was stirred at room temperature... RXN SMILES: C(Cl)(=O)C(Cl)=O.[Cl:7][C:8](=[CH:11]Cl)[CH:9]=O.[NH2:13][C:14]1[CH2:19][CH2:18][CH2:17][C:16](=[O:20])[CH:15]=1>C(Cl)Cl.CN(C)C=O.C([O-])(O)=O.[Na+]>[Cl:7][C:8]1[CH:9]=[N:13][C:14]2[CH2:19][CH2:18][CH2:17][C:16](=[O:20])[C:15]=2[CH:11]=1 |f:5.6|. Reactants: O=C([O-])O, C1CCOC1, CC(C)(C)[O-], CC#N, CCOC(C)=O, Cl, [K+], COC(=O)CCC(C(N)=O)N1Cc2c(OCc3ccc(CN4CCC(N(C)C)CC4)cc3)cccc2C1=O, [Na+]. The product is CN(C)C1CCN(Cc2ccc(COc3cccc4c3CN(C3CCC(=O)NC3=O)C4=O)cc2)CC1. As a reaction SMILES: [C:46](=[O:47])([OH:48])[O-:49].[CH2:51]1[O:52][CH2:53][CH2:54][CH2:55]1.[CH3:39][C:40]([O-:41])([CH3:42])[CH3:43].[CH3:56][C:57]#[N:58].[CH3:59][CH2:60][O:61][C:62](=[O:63])[CH3:64].[ClH:45].[K+:44].[NH2:1][C:2]([CH:3]([CH2:4][CH2:5][C:6](=[O:7])[O:8][CH3:9])[N:10]1[C:11](=[O:37])[c:12]2[cH:13][cH:14][cH:15][c:16]([O:19][CH2:20][c:21]3[cH:22][cH:23][c:24]([CH2:27][N:28]4[CH2:29][CH2:30][CH:31]([N:34]([CH3:35])[CH3:36])[CH2:32][CH2:33]4)[cH:25][cH:26]3)[c:17]2[CH2:18]1)=[O:38].[Na+:50]>>[NH:1]1[C:2](=[O:38])[CH:3]([N:10]2[C:11](=[O:37])[c:12]3[cH:13][cH:14][cH:15][c:16]([O:19][CH2:20][c:21]4[cH:22][cH:23][c:24]([CH2:27][N:28]5[CH2:29][CH2:30][CH:31]([N:34]([CH3:35])[CH3:36])[CH2:32][CH2:33]5)[cH:25][cH:26]4)[c:17]3[CH2:18]2)[CH2:4][CH2:5][C:6]1=[O:7]. The reactants are O=C(NCc1ccccc1)Nc1nc(C(=O)O)cs1, CCO, ClCCl, CCOC(=O)C=Cc1ccc(N)cc1. The product is CCOC(=O)C=Cc1ccc(NC(=O)c2csc(NC(=O)NCc3ccccc3)n2)cc1. As a reaction SMILES: [CH2:1]([c:2]1[cH:3][cH:4][cH:5][cH:6][cH:7]1)[NH:8][C:9]([NH:10][c:11]1[s:12][cH:13][c:14]([C:16](=[O:17])[OH:18])[n:15]1)=[O:19].[CH2:34]([OH:35])[CH3:36].[CH2:37]([Cl:38])[Cl:39].[NH2:20][c:21]1[cH:22][cH:23][c:24]([CH:27]=[CH:28][C:29](=[O:30])[O:31][CH2:32][CH3:33])[cH:25][cH:26]1>>[CH2:1]([c:2]1[cH:3][cH:4][cH:5][cH:6][cH:7]1)[NH:8][C:9]([NH:10][c:11]1[s:12][cH:13][c:14]([C:16](=[O:18])[NH:20][c:21]2[cH:22][cH:23][c:24]([CH:27]=[CH:28][C:29](=[O:30])[O:31][CH2:32][CH3:33])[cH:25][cH:26]2)[n:15]1)=[O:19]. The reactants are FC(F)(F)c1cccc2c(Br)c(Cc3ccccc3)cnc12, C1CCOC1, COc1cccc(CC#N)c1, [H-], [Na+], O. Product: COc1cccc(C(C#N)c2c(Cc3ccccc3)cnc3c(C(F)(F)F)cccc23)c1. As a reaction SMILES: [CH2:1]([c:2]1[cH:3][cH:4][cH:5][cH:6][cH:7]1)[c:8]1[cH:9][n:10][c:11]2[c:12]([C:19]([F:20])([F:21])[F:22])[cH:13][cH:14][cH:15][c:16]2[c:17]1[Br:18].[CH2:36]1[O:37][CH2:38][CH2:39][CH2:40]1.[CH3:23][O:24][c:25]1[cH:26][c:27]([CH2:31][C:32]#[N:33])[cH:28][cH:29][cH:30]1.[H-:35].[Na+:34].[OH2:41]>>[CH2:1]([c:2]1[cH:3][cH:4][cH:5][cH:6][cH:7]1)[c:8]1[cH:9][n:10][c:11]2[c:12]([C:19]([F:20])([F:21])[F:22])[cH:13][cH:14][cH:15][c:16]2[c:17]1[CH:31]([c:27]1[cH:26][c:25]([O:24][CH3:23])[cH:30][cH:29][cH:28]1)[C:32]#[N:33].